Dataset: the Open Reaction Database (ORD), a public repository of structured organic reaction records. Task: describe an organic reaction: reactants, conditions, products, and yield Starting materials: ON=C(C(=O)OCCCCCC)C1=CC=CC=C1 (hexyl α-(hydroxyimino)-2-phenylacetate), C1(=CC=C(C=C1)S(=O)(=O)Cl)C (p-toluenesulfonic acid chloride). Product: CC1=CC=C(C=C1)S(=O)(=O)ON=C(C(=O)OCCCCCC)C1=CC=CC=C1 (hexyl α-(4-methylphenylsulfonyloxyimino)-2-phenylacetate). Isolated yield 79.6%. RXN SMILES: [OH:1][N:2]=[C:3]([C:13]1[CH:18]=[CH:17][CH:16]=[CH:15][CH:14]=1)[C:4]([O:6][CH2:7][CH2:8][CH2:9][CH2:10][CH2:11][CH3:12])=[O:5].[C:19]1([CH3:29])[CH:24]=[CH:23][C:22]([S:25](Cl)(=[O:27])=[O:26])=[CH:21][CH:20]=1>>[CH3:29][C:19]1[CH:24]=[CH:23][C:22]([S:25]([O:1][N:2]=[C:3]([C:13]2[CH:14]=[CH:15][CH:16]=[CH:17][CH:18]=2)[C:4]([O:6][CH2:7][CH2:8][CH2:9][CH2:10][CH2:11][CH3:12])=[O:5])(=[O:27])=[O:26])=[CH:21][CH:20]=1. Reported procedure: 18.0 g (0.0722 mol) of hexyl α-(hydroxyimino)-2-phenylacetate are reacted with 15.1 g of p-toluenesulfonic acid chloride as described in example 1.3 to give 23.2 g (80%) of hexyl α-(4-methylphenylsulfonyloxyimino)-2-phenylacetate as a colorless liquid after purification by chromatography. According to 1H-NMR-analysis, the product is a mixture of 69% of the trans isomer and 31% of the cis isomer. Starting materials: FC(C(=O)N1C=NC=C1)(F)F (1-Trifluoroacetylimidazole), CC=1N=C(OC1)[Si](C)(C)C (4-methyl-2-trimethylsilyloxazole), O (Water). Solvent: C(C)OCC (diethyl ether). Run at time 8 hour. Product: CC=1N=C(OC1)C(C(F)(F)F)=O (4-Methyl-2-trifluoroacetyloxazole). Reaction SMILES: [F:1][C:2]([F:11])([F:10])[C:3](N1C=CN=C1)=[O:4].[CH3:12][C:13]1[N:14]=[C:15]([Si](C)(C)C)[O:16][CH:17]=1.O>C(OCC)C>[CH3:12][C:13]1[N:14]=[C:15]([C:3](=[O:4])[C:2]([F:11])([F:10])[F:1])[O:16][CH:17]=1. Procedure details: 1-Trifluoroacetylimidazole (10 g) was added dropwise to 4-methyl-2-trimethylsilyloxazole (J. Chem. Soc., Chem. Commun., 1984, 258) (9.95 g) in diethyl ether (100 ml) at 0° C. under an atmosphere of dry nitrogen. The mixture was stirred overnight at room temperature. Water was added and the organic layer was separated, washed, dried and evaporated. Flash chromatography gave the title compound.